From a dataset of the Open Reaction Database (ORD), a public repository of structured organic reaction records. describe an organic reaction: reactants, conditions, products, and yield Reactants: BrC=1C=C(C=CC1CO[Si](C1=CC=CC=C1)(C1=CC=CC=C1)C(C)(C)C)C=1C(=CC=CC1)C#N (3'-bromo-4'-t-butyldiphenylsilyloxymethyl-1,1'-biphenyl-2-nitrile), [BH4-].C(CCC)[N+](CCCC)(CCCC)CCCC (tetra-n-butylammonium borohydride), Cl (hydrochloric acid), O (water). Run in C(Cl)Cl (methylene chloride), O1CCCC1 (tetrahydrofuran). Yields the product NCC1=C(C=CC=C1)C1=CC(=C(C=C1)CO)Br (2'-Aminomethyl-3-bromo-1,1'-biphenyl-4-methanol). The yield is 57.0%. Reaction SMILES: [Br:1][C:2]1[CH:3]=[C:4]([C:27]2[C:28]([C:33]#[N:34])=[CH:29][CH:30]=[CH:31][CH:32]=2)[CH:5]=[CH:6][C:7]=1[CH2:8][O:9][Si](C(C)(C)C)(C1C=CC=CC=1)C1C=CC=CC=1.[BH4-].C([N+](CCCC)(CCCC)CCCC)CCC.O.Cl>C(Cl)Cl.O1CCCC1>[NH2:34][CH2:33][C:28]1[CH:29]=[CH:30][CH:31]=[CH:32][C:27]=1[C:4]1[CH:5]=[CH:6][C:7]([CH2:8][OH:9])=[C:2]([Br:1])[CH:3]=1 |f:1.2|. Procedure details: To a solution of 136 mg (0.258 mmol) of 3'-bromo-4'-t-butyldiphenylsilyloxymethyl-1,1'-biphenyl-2-nitrile (Step G) in 3 mL of dry methylene chloride under a nitrogen atmosphere was added 199 mg (0.775 mmol) of tetra-n-butylammonium borohydride. The reaction mixture was heated at reflux for 8 hours, cooled to room temperature, poured into 25 mL of water and extracted with ethyl acetate (3×35 mL). The combined organic extracts were washed with water (25 mL), saturated aqueous sodium bicarbonate (2... Starting materials: C1(=CC=CC=C1)C(N1NC(C1C)=O)C1=CC=CC=C1 (1-(diphenylmethyl)-4-methyl-1,2-diazetidin-3-one), ClC1=CC=C(C=C1)S(=O)(=O)N=C=O (p-chlorophenylsulfonylisocyanate). The product is ClC1=CC=C(C=C1)S(=O)(=O)NC(=O)N1N(C(C1=O)C)C(C1=CC=CC=C1)C1=CC=CC=C1 (N-[(4-Chlorophenyl)sulfonyl]-1-(diphenylmethyl)-4-methyl-3-oxo-1,2-diazetidine-2-carboxamide). Isolated yield 88.0%. As a reaction SMILES: [C:1]1([CH:7]([C:14]2[CH:19]=[CH:18][CH:17]=[CH:16][CH:15]=2)[N:8]2[CH:11]([CH3:12])[C:10](=[O:13])[NH:9]2)[CH:6]=[CH:5][CH:4]=[CH:3][CH:2]=1.[Cl:20][C:21]1[CH:26]=[CH:25][C:24]([S:27]([N:30]=[C:31]=[O:32])(=[O:29])=[O:28])=[CH:23][CH:22]=1>>[Cl:20][C:21]1[CH:22]=[CH:23][C:24]([S:27]([NH:30][C:31]([N:9]2[C:10](=[O:13])[CH:11]([CH3:12])[N:8]2[CH:7]([C:1]2[CH:2]=[CH:3][CH:4]=[CH:5][CH:6]=2)[C:14]2[CH:15]=[CH:16][CH:17]=[CH:18][CH:19]=2)=[O:32])(=[O:28])=[O:29])=[CH:25][CH:26]=1. Procedure details: Following the procedure of Example 2 and using 1-(diphenylmethyl)-4-methyl-1,2-diazetidin-3-one (prepared according to Example 1B.) and p-chlorophenylsulfonylisocyanate there is obtained 1.7 g (88%) of the title compound having a melting point of 124°-129° C.